Dataset: the Open Reaction Database (ORD), a public repository of structured organic reaction records. Task: describe an organic reaction: reactants, conditions, products, and yield Reactants: Cc1c(N)cccc1N(Cc1ccccc1)Cc1ccccc1, CCS(=O)(=O)Cl, c1ccncc1. Product: CCS(=O)(=O)Nc1cccc(N(Cc2ccccc2)Cc2ccccc2)c1C. Reaction SMILES: [CH2:1]([c:2]1[cH:3][cH:4][cH:5][cH:6][cH:7]1)[N:8]([c:9]1[c:10]([CH3:16])[c:11]([NH2:15])[cH:12][cH:13][cH:14]1)[CH2:17][c:18]1[cH:19][cH:20][cH:21][cH:22][cH:23]1.[CH2:24]([CH3:25])[S:26](=[O:27])(=[O:28])[Cl:29].[cH:30]1[cH:31][cH:32][n:33][cH:34][cH:35]1>>[CH2:1]([c:2]1[cH:3][cH:4][cH:5][cH:6][cH:7]1)[N:8]([c:9]1[c:10]([CH3:16])[c:11]([NH:15][S:26]([CH2:24][CH3:25])(=[O:27])=[O:28])[cH:12][cH:13][cH:14]1)[CH2:17][c:18]1[cH:19][cH:20][cH:21][cH:22][cH:23]1. The reactants are CCCCCC(=O)Nc1sc2c(c1C(=O)OCC)CCCC2, CNC. Yields the product CCCCCC(=O)Nc1sc2c(c1C(=O)N(C)C)CCCC2. Reaction SMILES: [C:1]([CH2:2][CH2:3][CH2:4][CH2:5][CH3:6])(=[O:7])[NH:8][c:9]1[s:10][c:11]2[c:12]([c:13]1[C:14](=[O:15])[O:16][CH2:17][CH3:18])[CH2:19][CH2:20][CH2:21][CH2:22]2.[CH3:23][NH:24][CH3:25]>>[C:1]([CH2:2][CH2:3][CH2:4][CH2:5][CH3:6])(=[O:7])[NH:8][c:9]1[s:10][c:11]2[c:12]([c:13]1[C:14](=[O:15])[N:24]([CH3:23])[CH3:25])[CH2:19][CH2:20][CH2:21][CH2:22]2. The reactants are [Si](C)(C)(C(C)(C)C)OCC=1C(=NC=CC1)C1=NN(C=C1)CCC(=O)OC (methyl 3-(3-(3-((tert-butyldimethylsilyloxy)methyl)pyridin-2-yl)-1H-pyrazol-1-yl)propanoate), Cl (HCl). Run in CO (MeOH). Conditions: time 4 hour. Yields the product OCC=1C(=NC=CC1)C1=NN(C=C1)CCC(=O)OC (methyl 3-(3-(3-(hydroxymethyl)pyridin-2-yl)-1H-pyrazol-1-yl)propanoate). The yield is 67.0%. Reaction SMILES: [Si]([O:8][CH2:9][C:10]1[C:11]([C:16]2[CH:20]=[CH:19][N:18]([CH2:21][CH2:22][C:23]([O:25][CH3:26])=[O:24])[N:17]=2)=[N:12][CH:13]=[CH:14][CH:15]=1)(C(C)(C)C)(C)C.Cl>CO>[OH:8][CH2:9][C:10]1[C:11]([C:16]2[CH:20]=[CH:19][N:18]([CH2:21][CH2:22][C:23]([O:25][CH3:26])=[O:24])[N:17]=2)=[N:12][CH:13]=[CH:14][CH:15]=1. Reported procedure: To methyl 3-(3-(3-((tert-butyldimethylsilyloxy)methyl)pyridin-2-yl)-1H-pyrazol-1-yl)propanoate in MeOH (10 mL) was added HCl (2 N, 1.2 mL, 10 eq.). The mixture was stirred at rt for 4 h, concentrated, neutralized to pH 7-8 with NaHCO3(sat) solution, and extracted with EtOAc three times. The combined organic layers were washed with brine, dried over Na2SO4, concentrated, and purified on silica gel using EtOAc as eluent to give methyl 3-(3-(3-(hydroxymethyl)pyridin-2-yl)-1H-pyrazol-1-yl)propanoate... Reactants: S1C=2N(C=C1)C=C(N2)C2=CC=C(C=C2)CC(=O)OCC (ethyl 4-(imidazo[2,1-b]thiazol-6-yl)phenyl-acetate), C(C)O (ethanol), [OH-].[Na+] (sodium hydroxide). Run in O (water). Run at time 10 minute. Product: S1C=2N(C=C1)C=C(N2)C2=CC=C(C=C2)CC(=O)O (4-(imidazo[2,1-b]thiazol-6-yl)phenylacetic acid). The yield is 56.4%. As a reaction SMILES: [S:1]1[CH:5]=[CH:4][N:3]2[CH:6]=[C:7]([C:9]3[CH:14]=[CH:13][C:12]([CH2:15][C:16]([O:18]CC)=[O:17])=[CH:11][CH:10]=3)[N:8]=[C:2]12.C(O)C.[OH-].[Na+]>O>[S:1]1[CH:5]=[CH:4][N:3]2[CH:6]=[C:7]([C:9]3[CH:10]=[CH:11][C:12]([CH2:15][C:16]([OH:18])=[O:17])=[CH:13][CH:14]=3)[N:8]=[C:2]12 |f:2.3|. Procedure: A mixture of 5.7 g of ethyl 4-(imidazo[2,1-b]thiazol-6-yl)phenyl-acetate, 25 ml of ethanol, 0.96 g of sodium hydroxide and 5 ml of water is stirred at room temperature for 10 minutes. The ethanol is distilled off under reduced pressure, and the residue is dissolved in water. The solution is adjusted to pH 6 by addition of dilute hydrochloric acid. The crystalline precipitate is filtered off and washed with water to give 2.9 g of 4-(imidazo[2,1-b]thiazol-6-yl)phenylacetic acid as colorless crysta... The product is O=C(c1cc(Cl)cc(Cl)c1)N1CCN(Cc2ccccc2)CC1Cc1c[nH]c2ccccc12. Reaction SMILES: [C:24](=[O:25])([O-:26])[O-:27].[CH2:1]([c:2]1[cH:3][cH:4][cH:5][cH:6][cH:7]1)[N:8]1[CH2:9][CH:10]([CH2:14][c:15]2[cH:16][nH:17][c:18]3[cH:19][cH:20][cH:21][cH:22][c:23]23)[NH:11][CH2:12][CH2:13]1.[CH3:41][CH2:42][O:43][C:44](=[O:45])[CH3:46].[CH3:47][N:48]([CH3:49])[CH:50]=[O:51].[Cl:30][c:31]1[cH:32][c:33]([C:34](=[O:35])[Cl:36])[cH:37][c:38]([Cl:40])[cH:39]1.[K+:28].[K+:29].[OH2:52]>>[CH2:1]([c:2]1[cH:3][cH:4][cH:5][cH:6][cH:7]1)[N:8]1[CH2:9][CH:10]([CH2:14][c:15]2[cH:16][nH:17][c:18]3[cH:19][cH:20][cH:21][cH:22][c:23]23)[N:11]([C:34]([c:33]2[cH:32][c:31]([Cl:30])[cH:39][c:38]([Cl:40])[cH:37]2)=[O:35])[CH2:12][CH2:13]1. Reactants: O=C([O-])[O-], c1ccc(CN2CCNC(Cc3c[nH]c4ccccc34)C2)cc1, CCOC(C)=O, CN(C)C=O, O=C(Cl)c1cc(Cl)cc(Cl)c1, [K+], [K+], O. Starting materials: NC1=C(C(=NN1)NC1=CC=C(C=C1)OCC)C#N (5-amino-4-cyano-3-(4-ethoxy-phenylamino)-pyrazole), C(C)OC(N(C)C)OCC (N,N-dimethylformamide diethyl acetal). The solvent is C1(=CC=CC=C1)C (toluene). Conditions: temperature 20 celsius. Yields the product C(#N)C=1C(=NNC1N=CN(C)C)NC1=CC=C(C=C1)OCC (4-Cyano-5-(dimethylamino-methyleneamino)-3-(4-ethoxy-phenylamino)-pyrazole). As a reaction SMILES: [NH2:1][C:2]1[NH:6][N:5]=[C:4]([NH:7][C:8]2[CH:13]=[CH:12][C:11]([O:14][CH2:15][CH3:16])=[CH:10][CH:9]=2)[C:3]=1[C:17]#[N:18].C(O[CH:22](OCC)[N:23]([CH3:25])[CH3:24])C>C1(C)C=CC=CC=1>[C:17]([C:3]1[C:4]([NH:7][C:8]2[CH:9]=[CH:10][C:11]([O:14][CH2:15][CH3:16])=[CH:12][CH:13]=2)=[N:5][NH:6][C:2]=1[N:1]=[CH:22][N:23]([CH3:25])[CH3:24])#[N:18]. Procedure details: A suspension of 4.86 g (19.98 mmol) of 5-amino-4-cyano-3-(4-ethoxy-phenylamino)-pyrazole in 3.94 ml (23 mmol) of N,N-dimethylformamide diethyl acetal and 60 ml of toluene is heated under reflux for 2 hours. The reaction mixture is then cooled to 20° C. and filtered and the filter residue is washed with toluene, yielding the title compound; m.p. 246-247° C. (decomp.). Reactants: CO, [H][H], COC1CN(CC#N)CCC1NC(=O)c1cc(Cl)c(N)c2c1OCC2, C1CCOC1. Yields the product COC1CN(CCN)CCC1NC(=O)c1cc(Cl)c(N)c2c1OCC2. Reaction SMILES: [CH3:33][OH:34].[H:31][H:32].[NH2:1][c:2]1[c:3]([Cl:25])[cH:4][c:5]([C:11](=[O:12])[NH:13][CH:14]2[CH:15]([O:23][CH3:24])[CH2:16][N:17]([CH2:20][C:21]#[N:22])[CH2:18][CH2:19]2)[c:6]2[c:7]1[CH2:8][CH2:9][O:10]2.[O:26]1[CH2:27][CH2:28][CH2:29][CH2:30]1>>[NH2:1][c:2]1[c:3]([Cl:25])[cH:4][c:5]([C:11](=[O:12])[NH:13][CH:14]2[CH:15]([O:23][CH3:24])[CH2:16][N:17]([CH2:20][CH2:21][NH2:22])[CH2:18][CH2:19]2)[c:6]2[c:7]1[CH2:8][CH2:9][O:10]2.